From a dataset of the Open Reaction Database (ORD), a public repository of structured organic reaction records. describe an organic reaction: reactants, conditions, products, and yield Reactants: CON, CC(C)(C)[O-], COc1cccc([N+](=O)[O-])c1, Cl[Cu], Cl, [K+], CN(C)C=O. Yields the product COc1cccc([N+](=O)[O-])c1N. As a reaction SMILES: [CH3:13][O:14][NH2:15].[CH3:16][C:17]([CH3:18])([O-:19])[CH3:20].[CH3:1][O:2][c:3]1[cH:4][cH:5][cH:6][c:7]([N+:9]([O-:10])=[O:11])[cH:8]1.[Cl:27][Cu:28].[ClH:12].[K+:21].[O:22]=[CH:23][N:24]([CH3:25])[CH3:26]>>[CH3:1][O:2][c:3]1[cH:4][cH:5][cH:6][c:7]([N+:9]([O-:10])=[O:11])[c:8]1[NH2:15]. The reactants are C(#N)C=1C=C(CN(C)CC(=O)OC(C)(C)C)C=CC1 (tert-butyl [(3-cyanobenzyl)(methyl)amino]acetate), NO (hydroxylamine). Solvent: C(C)O (ethanol). Run at time 12 hour. Yields the product NC(C=1C=C(CN(C)CC(=O)OC(C)(C)C)C=CC1)=NO (tert-butyl [{3-[amino(hydroxyimino)methyl]benzyl}(methyl)amino]acetate). As a reaction SMILES: [C:1]([C:3]1[CH:4]=[C:5]([CH:17]=[CH:18][CH:19]=1)[CH2:6][N:7]([CH2:9][C:10]([O:12][C:13]([CH3:16])([CH3:15])[CH3:14])=[O:11])[CH3:8])#[N:2].[NH2:20][OH:21]>C(O)C>[NH2:2][C:1](=[N:20][OH:21])[C:3]1[CH:4]=[C:5]([CH:17]=[CH:18][CH:19]=1)[CH2:6][N:7]([CH2:9][C:10]([O:12][C:13]([CH3:14])([CH3:15])[CH3:16])=[O:11])[CH3:8]. Procedure: To a solution of tert-butyl [(3-cyanobenzyl)(methyl)amino]acetate (9 g, 34.6 mmol) in ethanol (60 mL) under N2, was added hydroxylamine (6 g, 178.8 mmol) in one portion. After being stirred at RT for 12 h, the reaction mixture was concentrated under reduced pressure to afford a colorless oil. It was triturated in diisopropyl ether, affording the title product as a white solid that was filtrated and dried under vacuo (8.5 g, 84%). 1H NMR (DMSO-d6, 300 MHz) δ 9.57 (1H, s), 7.59 (1H, s), 7.52-7.53 ...